describe an organic reaction: reactants, conditions, products, and yield From a dataset of the Open Reaction Database (ORD), a public repository of structured organic reaction records. Starting materials: c1(ccccn1)Br, C1[C@@H](C[C@H]1Oc1nc(nc2c1ccn2COCC[Si](C)(C)C)Nc1cn(nc1)C)N(C)C(OC(C)(C)C)=O. The reagents and catalysts are c1ccc(cc1)-c2c3ccccc3cc4ccccc24 (9-Phenylanthracene), CCC(C)(C)[O-].[K+]Â Â  (KOPnt), c12c(P(c3ccccc3)c3ccccc3)cccc1C(c1c(O2)c(P(c2ccccc2)c2ccccc2)ccc1)(C)C (Xanthphos), C(O[Pd]OC(C)=O)(C)=O (Pd(OAc)2). Solvent: CCC(C)(C)O (t-AmOH). Run at temperature 110 celsius, time 18 hour. Product: CN([C@@H]1C[C@H](C1)Oc2nc(Nc3cnn(C)c3)nc4c2c(cn4COCC[Si](C)(C)C)c5ccccn5)C(=O)OC(C)(C)C. Reaction SMILES: [CH3:1][N:2]([C:32]([O:34][C:35]([CH3:38])([CH3:37])[CH3:36])=[O:33])[C@H:3]1[CH2:6][C@H:5]([O:7][c:8]2[c:20]3[c:19]([n:23]([CH2:24][O:25][CH2:26][CH2:27][Si:28]([CH3:31])([CH3:30])[CH3:29])[cH:22][cH:21]3)[n:18][c:10]([NH:11][c:12]4[cH:17][n:15]([CH3:16])[n:14][cH:13]4)[n:9]2)[CH2:4]1.Br[c:39]1[n:44][cH:43][cH:42][cH:41][cH:40]1>>[CH3:1][N:2]([C:32]([O:34][C:35]([CH3:38])([CH3:37])[CH3:36])=[O:33])[C@H:3]1[CH2:6][C@H:5]([O:7][c:8]2[c:20]3[c:19]([n:23]([CH2:24][O:25][CH2:26][CH2:27][Si:28]([CH3:31])([CH3:30])[CH3:29])[cH:22][c:21]3[c:39]4[n:44][cH:43][cH:42][cH:41][cH:40]4)[n:18][c:10]([NH:11][c:12]5[cH:17][n:15]([CH3:16])[n:14][cH:13]5)[n:9]2)[CH2:4]1. Starting materials: ClC1=C(C=C(C=C1)[C@]1(O)[C@H](OC(C)=O)[C@@H](OC(C)=O)[C@H](OC(C)=O)[C@H](O1)COC(C)=O)CC1=CC=C(C=C1)C#CC1=CSC=C1 (1-chloro-4-(2,3,4,6-tetra-O-acetyl-β-D-glucopyranos-1-yl)-2-[4-(thiophen-3-yl-ethynyl)-benzyl]-benzene), [OH-].[K+] (potassium hydroxide), Cl (hydrochloric acid). The solvent is CO (methanol). Run at time 1 hour. The product is ClC1=C(C=C(C=C1)[C@]1(O)[C@H](O)[C@@H](O)[C@H](O)[C@H](O1)CO)CC1=CC=C(C=C1)C#CC1=CSC=C1 (1-Chloro-4-(β-D-glucopyranos-1-yl)-2-[4-(thiophen-3-yl-ethynyl)-benzyl]-benzene). Reaction SMILES: [Cl:1][C:2]1[CH:7]=[CH:6][C:5]([C@:8]2([O:26][C@H:25]([CH2:27][O:28]C(=O)C)[C@@H:20]([O:21]C(=O)C)[C@H:15]([O:16]C(=O)C)[C@H:10]2[O:11]C(=O)C)[OH:9])=[CH:4][C:3]=1[CH2:32][C:33]1[CH:38]=[CH:37][C:36]([C:39]#[C:40][C:41]2[CH:45]=[CH:44][S:43][CH:42]=2)=[CH:35][CH:34]=1.[OH-].[K+].Cl>CO>[Cl:1][C:2]1[CH:7]=[CH:6][C:5]([C@:8]2([O:26][C@H:25]([CH2:27][OH:28])[C@@H:20]([OH:21])[C@H:15]([OH:16])[C@H:10]2[OH:11])[OH:9])=[CH:4][C:3]=1[CH2:32][C:33]1[CH:38]=[CH:37][C:36]([C:39]#[C:40][C:41]2[CH:45]=[CH:44][S:43][CH:42]=2)=[CH:35][CH:34]=1 |f:1.2|. Reported procedure: To a solution of 0.52 g 1-chloro-4-(2,3,4,6-tetra-O-acetyl-β-D-glucopyranos-1-yl)-2-[4-(thiophen-3-yl-ethynyl)-benzyl]-benzene in 9 mL methanol is added 0.85 mL of 4 M potassium hydroxide solution. The solution is stirred at ambient temperature for one hour and then neutralised with 1 M hydrochloric acid. After the methanol is evaporated the residue is combined with brine and the resultant mixture is extracted with ethyl acetate. The organic extracts are dried over sodium sulfate, and the solven...